Task: describe an organic reaction: reactants, conditions, products, and yield. Dataset: the Open Reaction Database (ORD), a public repository of structured organic reaction records The reactants are BrC=1C=C2C(=NNC(C2=CC1)=O)Cl (6-bromo-4-chloro-2H-phthalazin-1-one), FC1=C(CN)C=C(C=C1)C(F)(F)F (2-fluoro-5-trifluoromethyl-benzylamine), C=1C=CC(=CC1)P(C=2C=CC=CC2)C3=CC=C4C=CC=CC4=C3C5=C6C=CC=CC6=CC=C5P(C=7C=CC=CC7)C=8C=CC=CC8 (rac-BINAP), CC(C)(C)[O-].[Na+] (NaOt-Bu). The reagents and catalysts are C=1C=CC(=CC1)/C=C/C(=O)/C=C/C2=CC=CC=C2.C=1C=CC(=CC1)/C=C/C(=O)/C=C/C2=CC=CC=C2.C=1C=CC(=CC1)/C=C/C(=O)/C=C/C2=CC=CC=C2.[Pd].[Pd] (Pd2(dba)3). The solvent is CC(=O)N(C)C (DMA), CCOC(=O)C (EtOAc). The product is ClC1=NNC(C2=CC=C(C=C12)NCC1=C(C=CC(=C1)C(F)(F)F)F)=O (4-Chloro-6-(2-fluoro-5-trifluoromethyl-benzylamino)-2H-phthalazin-1-one). RXN SMILES: Br[C:2]1[CH:3]=[C:4]2[C:9](=[CH:10][CH:11]=1)[C:8](=[O:12])[NH:7][N:6]=[C:5]2[Cl:13].[F:14][C:15]1[CH:22]=[CH:21][C:20]([C:23]([F:26])([F:25])[F:24])=[CH:19][C:16]=1[CH2:17][NH2:18].C1C=CC(P(C2C(C3C(P(C4C=CC=CC=4)C4C=CC=CC=4)=CC=C4C=3C=CC=C4)=C3C(C=CC=C3)=CC=2)C2C=CC=CC=2)=CC=1.CC([O-])(C)C.[Na+]>CC(N(C)C)=O.CCOC(C)=O.C1C=CC(/C=C/C(/C=C/C2C=CC=CC=2)=O)=CC=1.C1C=CC(/C=C/C(/C=C/C2C=CC=CC=2)=O)=CC=1.C1C=CC(/C=C/C(/C=C/C2C=CC=CC=2)=O)=CC=1.[Pd].[Pd]>[Cl:13][C:5]1[C:4]2[C:9](=[CH:10][CH:11]=[C:2]([NH:18][CH2:17][C:16]3[CH:19]=[C:20]([C:23]([F:24])([F:25])[F:26])[CH:21]=[CH:22][C:15]=3[F:14])[CH:3]=2)[C:8](=[O:12])[NH:7][N:6]=1 |f:3.4,7.8.9.10.11|. Reported procedure: A mixture 6-bromo-4-chloro-2H-phthalazin-1-one (150 mg, 0.58 mmol), 2-fluoro-5-trifluoromethyl-benzylamine (124 mg, 0.64 mmol), Pd2(dba)3 (53 mg, 0.058 mmol), rac-BINAP (132 mg, 0.17 mmol) and NaOt-Bu (140 mg, 1.45 mmol) in DMA (6 mL) was heated at 80° C. for 1 h. The mixture was allowed to cool, diluted with EtOAc (25 mL) and washed with water (25 mL). The organic layer was dried over anhydrous sodium sulfate and concentrated. Chromatography on silica (EtOAc/hexanes) yielded the title compound.... The reactants are C(C)(C)(C)C1=NC2=C(N1CC1CCC(CC1)(F)F)C=CC(=C2)S(=O)(=O)N2CC(C2)N (1-({2-tert-Butyl-1-[(4,4-difluorocyclohexyl)methyl]-1H-benzimidazol-5-yl}sulfonyl)azetidin-3-amine), CCN(C(C)C)C(C)C (DIPEA), ClC(Cl)(OC(OC(Cl)(Cl)Cl)=O)Cl (triphosgene). The solvent is C1CCOC1 (THF), C1CCOC1 (THF). Reaction conditions: temperature 0 celsius, time 30 minute. The product is C(C)(C)(C)C1=NC2=C(N1CC1CCC(CC1)(F)F)C=CC(=C2)S(=O)(=O)N2CC(C2)N=C=O (2-tert-butyl-1-[(4,4-difluorocyclohexyl)methyl]-5-[(3-isocyanatoazetidin-1-yl)sulfonyl]-1H-benzimidazole). As a reaction SMILES: [C:1]([C:5]1[N:9]([CH2:10][CH:11]2[CH2:16][CH2:15][C:14]([F:18])([F:17])[CH2:13][CH2:12]2)[C:8]2[CH:19]=[CH:20][C:21]([S:23]([N:26]3[CH2:29][CH:28]([NH2:30])[CH2:27]3)(=[O:25])=[O:24])=[CH:22][C:7]=2[N:6]=1)([CH3:4])([CH3:3])[CH3:2].CCN(C(C)C)C(C)C.Cl[C:41](Cl)([O:43]C(=O)OC(Cl)(Cl)Cl)Cl>C1COCC1>[C:1]([C:5]1[N:9]([CH2:10][CH:11]2[CH2:16][CH2:15][C:14]([F:17])([F:18])[CH2:13][CH2:12]2)[C:8]2[CH:19]=[CH:20][C:21]([S:23]([N:26]3[CH2:27][CH:28]([N:30]=[C:41]=[O:43])[CH2:29]3)(=[O:25])=[O:24])=[CH:22][C:7]=2[N:6]=1)([CH3:4])([CH3:2])[CH3:3]. Procedure details: A solution of 1-({2-tert-butyl-1-[(4,4-difluorocyclohexyl)methyl]-1H-benzimidazol-5-yl}sulfonyl)azetidin-3-amine (125 mg, 0.29 mmol) (see Example 102 for preparation) and DIPEA (109 uL, 81 mg, 0.63 mmol) in THF (6 mL) was added to a solution of triphosgene (34 mg, 0.14 mmol) in THF (6 mL) at 0° C. The reaction mixture was stirred for 30 at 0° C. and 30 min at room temperature, then directly used for next step. The reactants are N1C[C@H](CC1)NC1=NC=CC=C1C=1N=C2C(=NC1)N(C=C2)COCC[Si](C)(C)C ((S)-pyrrolidin-3-yl-{3-[5-(2-trimethylsilanyl-ethoxymethyl)-5H-pyrrolo[2,3-b]pyrazin-2-yl]-pyridin-2-yl}-amine), COC(=O)Cl (methylchloroformate), CCN(C(C)C)C(C)C (DIPEA). Product: COC(=O)N1C[C@H](CC1)NC1=NC=CC=C1C=1N=C2C(=NC1)N(C=C2)COCC[Si](C)(C)C ((S)-3-{3-[5-(2-Trimethylsilanyl-ethoxymethyl)-5H-pyrrolo[2,3-b]pyrazin-2-yl]-pyridin-2-ylamino}-pyrrolidine-1-carboxylic acid methyl ester). RXN SMILES: [NH:1]1[CH2:5][CH2:4][C@H:3]([NH:6][C:7]2[C:12]([C:13]3[N:14]=[C:15]4[CH:21]=[CH:20][N:19]([CH2:22][O:23][CH2:24][CH2:25][Si:26]([CH3:29])([CH3:28])[CH3:27])[C:16]4=[N:17][CH:18]=3)=[CH:11][CH:10]=[CH:9][N:8]=2)[CH2:2]1.[CH3:30][O:31][C:32](Cl)=[O:33].CCN(C(C)C)C(C)C>>[CH3:30][O:31][C:32]([N:1]1[CH2:5][CH2:4][C@H:3]([NH:6][C:7]2[C:12]([C:13]3[N:14]=[C:15]4[CH:21]=[CH:20][N:19]([CH2:22][O:23][CH2:24][CH2:25][Si:26]([CH3:29])([CH3:28])[CH3:27])[C:16]4=[N:17][CH:18]=3)=[CH:11][CH:10]=[CH:9][N:8]=2)[CH2:2]1)=[O:33]. Procedure: (S)-3-{3-[5-(2-Trimethylsilanyl-ethoxymethyl)-5H-pyrrolo[2,3-b]pyrazin-2-yl]-pyridin-2-ylamino}-pyrrolidine-1-carboxylic acid methyl ester was prepared from (S)-pyrrolidin-3-yl-{3-[5-(2-trimethylsilanyl-ethoxymethyl)-5H-pyrrolo[2,3-b]pyrazin-2-yl]-pyridin-2-yl}-amine and methylchloroformate, using DIPEA as base and following the general synthetic procedures described in the above Examples. Starting materials: NC(=O)CCl, [K+], [K+], O=C([O-])[O-], O=C1Nc2ccccc2C1=O, CN(C)C=O. Yields the product NC(=O)CN1C(=O)C(=O)c2ccccc21. RXN SMILES: [Cl:18][CH2:19][C:20](=[O:21])[NH2:22].[K+:12].[K+:13].[O-:14][C:15]([O-:16])=[O:17].[O:1]=[C:2]1[NH:3][c:4]2[cH:5][cH:6][cH:7][cH:8][c:9]2[C:10]1=[O:11].[O:23]=[CH:24][N:25]([CH3:26])[CH3:27]>>[O:1]=[C:2]1[N:3]([CH2:19][C:20](=[O:21])[NH2:22])[c:4]2[cH:5][cH:6][cH:7][cH:8][c:9]2[C:10]1=[O:11].